This data is from the Open Reaction Database (ORD), a public repository of structured organic reaction records. The task is: describe an organic reaction: reactants, conditions, products, and yield Starting materials: OC(C#CC#CC1=CC=C(C=C1)OC)(C)C (5-hydroxy-5-methyl-1-(4-methoxyphenyl)hexa-1,3-diyne), [OH-].[K+] (potassium hydroxide). The solvent is C1=CC=CC=C1 (benzene). Yields the product COC1=CC=C(C=C1)C#CC#C (1-(4-methoxyphenyl)-1,3-butadiyne). Isolated yield 105.2%. Reaction SMILES: OC(C)(C)[C:3]#[C:4][C:5]#[C:6][C:7]1[CH:12]=[CH:11][C:10]([O:13][CH3:14])=[CH:9][CH:8]=1.[OH-].[K+]>C1C=CC=CC=1>[CH3:14][O:13][C:10]1[CH:11]=[CH:12][C:7]([C:6]#[C:5][C:4]#[CH:3])=[CH:8][CH:9]=1 |f:1.2|. Reported procedure: 1500 mg of the diacetylene compound obtained were then dissolved in 300 ml of benzene, and 600 mg of potassium hydroxide, which were finely ground, was then added to the reaction mixture, followed by reflux under heating for 30 minutes. After filtration, the solvent was evaporated, and the residue was then purified by silica-gel chromatrgaphy using hexane as an eluent to obtain 1150 mg of 1-(4-methoxyphenyl)-1,3-butadiyne. This compound was a slightly yellowish white crystal. The reactants are C1=CC=C(C=C1)CCBr (β-phenethyl bromide), C(C)OCC (ethyl ether), O (H2O), [Mg] (magnesium), C(C)OCC (ethyl ether), Grignard reagent, C(=O)(OC)CCCCCCCCC(=O)Cl (9-carbomethoxynonanoyl chloride), C(C)OCC (ethyl ether). Run at time 1 hour. Product: O=C(CCCCCCCCC(=O)OC)CCCC1=CC=CC=C1 (methyl 10-oxo-13-phenyltridecanoate). As a reaction SMILES: [Mg].[CH:2]1[CH:7]=[CH:6][C:5]([CH2:8][CH2:9]Br)=[CH:4][CH:3]=1.[C:11]([CH2:15][CH2:16][CH2:17][CH2:18][CH2:19][CH2:20][CH2:21][CH2:22][C:23](Cl)=[O:24])([O:13][CH3:14])=[O:12].O.[CH2:27](OCC)C>>[O:24]=[C:23]([CH2:27][CH2:9][CH2:8][C:5]1[CH:6]=[CH:7][CH:2]=[CH:3][CH:4]=1)[CH2:22][CH2:21][CH2:20][CH2:19][CH2:18][CH2:17][CH2:16][CH2:15][C:11]([O:13][CH3:14])=[O:12]. Reported procedure: To a suspension of magnesium (turnings, 17.1 g) in ethyl ether (300 ml), a solution of β-phenethyl bromide (140 g, 0.7 mol) in ethyl ether was added dropwise under mild reflux with vigorous stirring under nitrogen, and stirring was continued for 1 h under reflux. After cooling, the mixture (Grignard reagent) was added dropwise to a solution of 9-carbomethoxynonanoyl chloride (150.1 g, 0.64 mol) in ethyl ether (500 ml) at -50°~-30° C. The mixture was allowed to warm to room temperature, stirred f... Yields the product OCCC1CCN(CC1)C=1N=C(NC(C1C#N)=O)CC1=CSC=C1 (4-[4-(2-Hydroxyethyl)piperidin-1-yl]-6-oxo-2-(3-thienylmethyl)-1,6-dihydropyrimidine-5-carbonitrile). Reported procedure: In analogy to the preparation of Example 1, 100 mg (0.38 mmol) of 4-(methylsulphanyl)-6-oxo-2-(3-thienylmethyl)-1,6-dihydropyrimidine-5-carbonitrile are reacted with 491 mg (3.80 mmol) of 2-(4-piperidinyl)ethan-1-ol to give 64 mg (49% of theory) of the title compound. RXN SMILES: CS[C:3]1[N:4]=[C:5]([CH2:12][C:13]2[CH:17]=[CH:16][S:15][CH:14]=2)[NH:6][C:7](=[O:11])[C:8]=1[C:9]#[N:10].[NH:18]1[CH2:23][CH2:22][CH:21]([CH2:24][CH2:25][OH:26])[CH2:20][CH2:19]1>>[OH:26][CH2:25][CH2:24][CH:21]1[CH2:22][CH2:23][N:18]([C:3]2[N:4]=[C:5]([CH2:12][C:13]3[CH:17]=[CH:16][S:15][CH:14]=3)[NH:6][C:7](=[O:11])[C:8]=2[C:9]#[N:10])[CH2:19][CH2:20]1. Starting materials: CSC=1N=C(NC(C1C#N)=O)CC1=CSC=C1 (4-(methylsulphanyl)-6-oxo-2-(3-thienylmethyl)-1,6-dihydropyrimidine-5-carbonitrile), N1CCC(CC1)CCO (2-(4-piperidinyl)ethan-1-ol).